Dataset: the Open Reaction Database (ORD), a public repository of structured organic reaction records. Task: describe an organic reaction: reactants, conditions, products, and yield Starting materials: Cl.CN(C(=N)N)C (N,N-Dimethylguanidine hydrochloride), [Na] (sodium), C(C)O (ethanol), C(N)([O-])=O (carbamate), ClC1=NC(=NC(=N1)Cl)N(C)C (2,4-dichloro-6-dimethylamino-1,3,5-triazine). The product is CN(C1=NC(NC(=N1)OCC)=O)C (4-dimethylamino-6-ethoxy-1,3,5-triazin-2-one). As a reaction SMILES: Cl.CN(C)C(N)=N.[Na].C(=O)([O-:11])N.Cl[C:14]1[N:19]=[C:18](Cl)[N:17]=[C:16]([N:21]([CH3:23])[CH3:22])[N:15]=1.[CH2:24]([OH:26])[CH3:25]>>[CH3:22][N:21]([CH3:23])[C:16]1[N:17]=[C:18]([O:26][CH2:24][CH3:25])[NH:19][C:14](=[O:11])[N:15]=1 |f:0.1,^1:7|. Reported procedure: N,N-Dimethylguanidine hydrochloride (3.23g; 0.026 mol.) was added to a solution of sodium (0.61 g; 0.026 mol.) in anhydrous ethanol (50 ml.) and the mixture was heated under reflux for 30 minutes. The carbamate prepared in (a) above (5.0 g., 0.026 mol.) was then added and the mixture heated under reflux for 22 hours. The ethanol was removed, water (75 ml.) added, and the pH of the solution adjusted to 6 to 7 with acetic acid. The product was collected, washed with water, and recrystallised from ... Starting materials: CC(C)(C)OC(=O)N=C(NC(=O)OC(C)(C)C)n1cccn1, ClCCl, Cc1ccc2nc(N)nc(NC3CCCCC3N)c2c1, O. Product: Cc1ccc2nc(N)nc(NC3CCCCC3NC(=NC(=O)OC(C)(C)C)NC(=O)OC(C)(C)C)c2c1. Reaction SMILES: [C:21]([CH3:22])([CH3:23])([CH3:24])[O:25][C:26](=[O:27])[NH:28][C:29](=[N:30][C:31](=[O:32])[O:33][C:34]([CH3:35])([CH3:36])[CH3:37])[n:38]1[cH:39][cH:40][cH:41][n:42]1.[CH2:44]([Cl:45])[Cl:46].[NH2:1][CH:2]1[CH:3]([NH:8][c:9]2[n:10][c:11]([NH2:20])[n:12][c:13]3[cH:14][cH:15][c:16]([CH3:19])[cH:17][c:18]23)[CH2:4][CH2:5][CH2:6][CH2:7]1.[OH2:43]>>[NH:1]([CH:2]1[CH:3]([NH:8][c:9]2[n:10][c:11]([NH2:20])[n:12][c:13]3[cH:14][cH:15][c:16]([CH3:19])[cH:17][c:18]23)[CH2:4][CH2:5][CH2:6][CH2:7]1)[C:29]([NH:28][C:26]([O:25][C:21]([CH3:22])([CH3:23])[CH3:24])=[O:27])=[N:30][C:31](=[O:32])[O:33][C:34]([CH3:35])([CH3:36])[CH3:37]. Starting materials: CCCc1cc(CCC=O)n(C(C)(C)C)n1, Cc1ccc(N2CCNCC2)cc1C, CCN(C(C)C)C(C)C. Product: CCCc1cc(CCCN2CCN(c3ccc(C)c(C)c3)CC2)n(C(C)(C)C)n1. RXN SMILES: [C:1]([CH3:2])([CH3:3])([CH3:4])[n:5]1[n:6][c:7]([CH2:14][CH2:15][CH3:16])[cH:8][c:9]1[CH2:10][CH2:11][CH:12]=[O:13].[CH3:17][c:18]1[cH:19][c:20]([N:25]2[CH2:26][CH2:27][NH:28][CH2:29][CH2:30]2)[cH:21][cH:22][c:23]1[CH3:24].[CH:31]([N:32]([CH2:33][CH3:34])[CH:35]([CH3:36])[CH3:37])([CH3:38])[CH3:39]>>[C:1]([CH3:2])([CH3:3])([CH3:4])[n:5]1[n:6][c:7]([CH2:14][CH2:15][CH3:16])[cH:8][c:9]1[CH2:10][CH2:11][CH2:12][N:28]1[CH2:27][CH2:26][N:25]([c:20]2[cH:19][c:18]([CH3:17])[c:23]([CH3:24])[cH:22][cH:21]2)[CH2:30][CH2:29]1.